This data is from the Open Reaction Database (ORD), a public repository of structured organic reaction records. The task is: describe an organic reaction: reactants, conditions, products, and yield The reactants are Cl (Hydrogen chloride), C(C)(C)(C)OC(=O)N1C[C@H](CC1)N1C(N(C2=C1C=CC(=C2)C#N)CC2=CC(=C(C=C2)OC)Cl)=O (1-[(S)-1-tert-butoxycarbonylpyrrolidin-3-yl]-3-(3-chloro-4-methoxybenzyl)-5-cyano-2,3-dihydro-1H-benzimidazol-2-one). Run in C(C)(=O)OCC (ethyl acetate), C(C)(=O)OCC (ethyl acetate). Conditions: time 4 hour. The product is ClC=1C=C(CN2C(N(C3=C2C=C(C=C3)C#N)[C@@H]3CNCC3)=O)C=CC1OC (3-(3-chloro-4-methoxybenzyl)-5-cyano-1-[(S)-pyrrolidin-3-yl]-2,3-dihydro-1H-benzimidazol-2-one). Isolated yield 69.6%. As a reaction SMILES: Cl.C(OC([N:9]1[CH2:13][CH2:12][C@H:11]([N:14]2[C:18]3[CH:19]=[CH:20][C:21]([C:23]#[N:24])=[CH:22][C:17]=3[N:16]([CH2:25][C:26]3[CH:31]=[CH:30][C:29]([O:32][CH3:33])=[C:28]([Cl:34])[CH:27]=3)[C:15]2=[O:35])[CH2:10]1)=O)(C)(C)C>C(OCC)(=O)C>[Cl:34][C:28]1[CH:27]=[C:26]([CH:31]=[CH:30][C:29]=1[O:32][CH3:33])[CH2:25][N:16]1[C:17]2[CH:22]=[C:21]([C:23]#[N:24])[CH:20]=[CH:19][C:18]=2[N:14]([C@H:11]2[CH2:12][CH2:13][NH:9][CH2:10]2)[C:15]1=[O:35]. Reported procedure: 4N-Hydrogen chloride solution in ethyl acetate (5 mL) was added to a suspension of 1-[(S)-1-tert-butoxycarbonylpyrrolidin-3-yl]-3-(3-chloro-4-methoxybenzyl)-5-cyano-2,3-dihydro-1H-benzimidazol-2-one (520 mg) in ethyl acetate (5 mL) at 0° C. The mixture was stirred at ambient temperature for 4 hours. The reaction mixture was concentrated in vacuo. To the residue was added an aqueous saturated sodium bicarbonate solution and ethyl acetate. The separated organic layer was washed successively with w... The reactants are CCOC(=O)CBr, O=C([O-])[O-], CN(C)C=O, CCOC(C)=O, [Cs+], [Cs+], CC(C)CN(CC(O)C(Cc1ccc(O)cc1)NC(=O)OC1COC2OCCC12)S(=O)(=O)c1ccc2c(c1)OCO2. The product is CCOC(=O)COc1ccc(CC(NC(=O)OC2COC3OCCC23)C(O)CN(CC(C)C)S(=O)(=O)c2ccc3c(c2)OCO3)cc1. RXN SMILES: [Br:48][CH2:49][C:50](=[O:51])[O:52][CH2:53][CH3:54].[C:42](=[O:43])([O-:44])[O-:45].[CH3:55][N:56]([CH3:57])[CH:58]=[O:59].[CH3:60][CH2:61][O:62][C:63](=[O:64])[CH3:65].[Cs+:46].[Cs+:47].[O:1]1[CH2:2][O:3][c:4]2[c:5]1[cH:6][cH:7][c:8]([S:10](=[O:11])(=[O:12])[N:13]([CH2:14][CH:15]([CH:16]([CH2:17][c:18]1[cH:19][cH:20][c:21]([OH:24])[cH:22][cH:23]1)[NH:25][C:26]([O:27][CH:28]1[CH2:29][O:30][CH:31]3[O:32][CH2:33][CH2:34][CH:35]13)=[O:36])[OH:37])[CH2:38][CH:39]([CH3:40])[CH3:41])[cH:9]2>>[O:1]1[CH2:2][O:3][c:4]2[c:5]1[cH:6][cH:7][c:8]([S:10](=[O:11])(=[O:12])[N:13]([CH2:14][CH:15]([CH:16]([CH2:17][c:18]1[cH:19][cH:20][c:21]([O:24][CH2:49][C:50](=[O:51])[O:52][CH2:53][CH3:54])[cH:22][cH:23]1)[NH:25][C:26]([O:27][CH:28]1[CH2:29][O:30][CH:31]3[O:32][CH2:33][CH2:34][CH:35]13)=[O:36])[OH:37])[CH2:38][CH:39]([CH3:40])[CH3:41])[cH:9]2.